describe an organic reaction: reactants, conditions, products, and yield From a dataset of the Open Reaction Database (ORD), a public repository of structured organic reaction records. The reactants are [N+](=O)([O-])C1=CC=C(CNS(=O)(=O)CC)C=C1 (ethanesulfonic acid 4-nitro-benzylamide), NN (hydrazine). The reagents and catalysts are [Ni] (Raney-Nickel). The solvent is CO (methanol). Conditions: time 16 hour. The product is NC1=CC=C(CNS(=O)(=O)CC)C=C1 (ethanesulfonic acid 4-amino-benzylamide). As a reaction SMILES: [N+:1]([C:4]1[CH:16]=[CH:15][C:7]([CH2:8][NH:9][S:10]([CH2:13][CH3:14])(=[O:12])=[O:11])=[CH:6][CH:5]=1)([O-])=O.NN>[Ni].CO>[NH2:1][C:4]1[CH:16]=[CH:15][C:7]([CH2:8][NH:9][S:10]([CH2:13][CH3:14])(=[O:12])=[O:11])=[CH:6][CH:5]=1. Procedure details: To the residue of the product from step 1 (0.25 mmol) is added methanol (350 μL), hydrazine (33 μL), and Raney-Nickel (10 mg). The reaction mixture is shaken at room temperature for 16 hours, then filtered and the solution concentrated to yield ethanesulfonic acid 4-amino-benzylamide, which is used as such for the subsequent reaction.